From a dataset of the Open Reaction Database (ORD), a public repository of structured organic reaction records. describe an organic reaction: reactants, conditions, products, and yield Starting materials: CC=1NC(=C(N1)C)C=1C=C(C(=O)OC)C=CC1C (methyl 3-(2,4-dimethyl-1H-imidazol-5-yl)-4-methylbenzoate), CC1=C(C(=O)OC)C=C(C(=C1)C)B1OC(C(O1)(C)C)(C)C (methyl 2,4-dimethyl-5-(4,4,5,5-tetramethyl-1,3,2-dioxaborolan-2-yl)benzoate), CC1=C(C(=O)OC)C=C(C(=C1)C)B1OC(C(O1)(C)C)(C)C (methyl 2,4-dimethyl-5-(4,4,5,5-tetramethyl-1,3,2-dioxaborolan-2-yl)benzoate), CC1=C(C=C(C(=O)OC)C=C1)B1OC(C(O1)(C)C)(C)C (Methyl 4-methyl-3-(4,4,5,5-tetramethyl-1,3,2-dioxaborolan-2-yl)benzoate), IC1=C(N=C(N1)C)C (5-iodo-2,4-dimethyl-1H-imidazole), IC1=C(N=C(N1)C1(COC1)C)C#N (5-iodo-2-(3-methyloxetan-3-yl)-1H-imidazole-4-carbonitrile), IC1=C(N=C(N1)C1(COC1)C)C#N (5-iodo-2-(3-methyloxetan-3-yl)-1H-imidazole-4-carbonitrile). Yields the product C(#N)C=1N=C(NC1C=1C(=CC(=C(C(=O)OC)C1)C)C)C1(COC1)C (Methyl 5-(4-cyano-2-(3-methyloxetan-3-yl)-1H-imidazol-5-yl)-2,4-dimethylbenzoate). RXN SMILES: CC1NC(C2C=C(C=CC=2C)C(OC)=O)=C(C)N=1.[CH3:19][C:20]1[CH:29]=[C:28]([CH3:30])[C:27](B2OC(C)(C)C(C)(C)O2)=[CH:26][C:21]=1[C:22]([O:24][CH3:25])=[O:23].CC1C=CC(C(OC)=O)=CC=1B1OC(C)(C)C(C)(C)O1.I[C:61]1[NH:65][C:64]([C:66]2([CH3:70])[CH2:69][O:68][CH2:67]2)=[N:63][C:62]=1[C:71]#[N:72].IC1NC(C)=NC=1C>>[C:71]([C:62]1[N:63]=[C:64]([C:66]2([CH3:70])[CH2:67][O:68][CH2:69]2)[NH:65][C:61]=1[C:27]1[C:28]([CH3:30])=[CH:29][C:20]([CH3:19])=[C:21]([CH:26]=1)[C:22]([O:24][CH3:25])=[O:23])#[N:72]. Procedure: The title compound was prepared using standard chemical manipulations and procedures similar to those used for the preparation of compound 5.6, except methyl 2,4-dimethyl-5-(4,4,5,5-tetramethyl-1,3,2-dioxaborolan-2-yl)benzoate (compound 160.1) was used in place of methyl 4-methyl-3-(4,4,5,5-tetramethyl-1,3,2-dioxaborolan-2-yl)benzoate (compound 5.4) and 5-iodo-2-(3-methyloxetan-3-yl)-1H-imidazole-4-carbonitrile (compound 202.3) was used in place of 5-iodo-2,4-dimethyl-1H-imidazole (compound 5.5)... Reactants: CN1[C@H]2C[C@@H]3C4=C([C@@H]2C2=CC=CC=C2C1)C=CC=C4NC3 ((5aR*,6aS*,12bS*)-4,5,5a,6,6a,7,8,12b-octahydro-7-methylindolo[4,3-ab]phenanthridine). The reagents and catalysts are [O-2].[O-2].[Mn+4] (manganese dioxide). The solvent is C(Cl)Cl (methylene chloride). The product is CN1[C@H]2CC=3C4=C([C@@H]2C2=CC=CC=C2C1)C=CC=C4NC3 (trans-4,6,6a,7,8,12b-hexahydro-7-methylindolo[4,3-ab]-phenanthridine). As a reaction SMILES: [CH3:1][N:2]1[CH2:15][C:14]2[C:9](=[CH:10][CH:11]=[CH:12][CH:13]=2)[C@@H:8]2[C@@H:3]1[CH2:4][C@H:5]1[CH2:21][NH:20][C:19]3[C:6]1=[C:7]2[CH:16]=[CH:17][CH:18]=3>C(Cl)Cl.[O-2].[O-2].[Mn+4]>[CH3:1][N:2]1[CH2:15][C:14]2[C:9](=[CH:10][CH:11]=[CH:12][CH:13]=2)[C@@H:8]2[C@@H:3]1[CH2:4][C:5]1[C:6]3[C:19]([NH:20][CH:21]=1)=[CH:18][CH:17]=[CH:16][C:7]=32 |f:2.3.4|. Reported procedure: 2 g of (5aR*,6aS*,12bS*)-4,5,5a,6,6a,7,8,12b-octahydro-7-methylindolo[4,3-ab]phenanthridine are dissolved in 250 ml of methylene chloride. 20 g of actively precipitated manganese dioxide are subsequently suspended in the solution, and the suspension obtained is stirred at room temperature until thin-layer chromatography reveals no more educt. The reaction solution is then filtered over diatomaceous earth, concentrated and the resultant oil crystallised from methylene chloride. The crystalline ti... The reactants are C(C)OC(CC1=CC(=CC=C1)OC1=C(C=C(C=C1)F)C=O)=O ([3-(4-fluoro-2-formyl-phenoxy)-phenyl]-acetic acid ethyl ester), [BH4-].[Na+] (sodium borohydride). The solvent is CO (MeOH). Conditions: time 10 minute. Product: C(C)OC(CC1=CC(=CC=C1)OC1=C(C=C(C=C1)F)CO)=O ([3-(4-Fluoro-2-hydroxymethyl-phenoxy)-phenyl]-acetic acid ethyl ester). The yield is 104.6%. RXN SMILES: [CH2:1]([O:3][C:4](=[O:22])[CH2:5][C:6]1[CH:11]=[CH:10][CH:9]=[C:8]([O:12][C:13]2[CH:18]=[CH:17][C:16]([F:19])=[CH:15][C:14]=2[CH:20]=[O:21])[CH:7]=1)[CH3:2].[BH4-].[Na+]>CO>[CH2:1]([O:3][C:4](=[O:22])[CH2:5][C:6]1[CH:11]=[CH:10][CH:9]=[C:8]([O:12][C:13]2[CH:18]=[CH:17][C:16]([F:19])=[CH:15][C:14]=2[CH2:20][OH:21])[CH:7]=1)[CH3:2] |f:1.2|. Procedure details: To [3-(4-fluoro-2-formyl-phenoxy)-phenyl]-acetic acid ethyl ester (0.35 g, 1.1 mmol) in MeOH (20 mL) was added sodium borohydride (0.052 g, 1.4 mmol), and the reaction was stirred for 10 minutes at room temperature. Once no starting material was seen by analytical tlc, the mixture was worked-up to give the desired product (0.35 g). Reactants: C(CCC)[Li] (n-Butyllithium), solution, CN(CCOC1=CC=C(C=C1)C(C(CC)C1=CC=CC=C1)=O)C (1-[4-(2-dimethylaminoethoxy)phenyl]-2-phenyl-1-butanone), IC1=CC=C(C=C1)I (1,4-diiodobenzene), O (water). Solvent: CCCCCC (hexane), O1CCCC1 (tetrahydrofuran). Reaction conditions: time 5 minute. Product: CC/C(=C(\C=1C=CC=CC1)/C=2C=CC(=CC2)OCCN(C)C)/C=3C=CC=CC3 (tamoxifen). As a reaction SMILES: I[C:2]1[CH:7]=[CH:6][C:5](I)=[CH:4][CH:3]=1.C([Li])CCC.[CH3:14][N:15]([CH3:36])[CH2:16][CH2:17][O:18][C:19]1[CH:24]=[CH:23][C:22]([C:25](=O)[CH:26]([C:29]2[CH:34]=[CH:33][CH:32]=[CH:31][CH:30]=2)[CH2:27][CH3:28])=[CH:21][CH:20]=1.O>O1CCCC1.CCCCCC>[CH3:28][CH2:27]/[C:26](/[C:29]1[CH:30]=[CH:31][CH:32]=[CH:33][CH:34]=1)=[C:25](/[C:22]1[CH:21]=[CH:20][C:19]([O:18][CH2:17][CH2:16][N:15]([CH3:14])[CH3:36])=[CH:24][CH:23]=1)\[C:2]1[CH:3]=[CH:4][CH:5]=[CH:6][CH:7]=1. Procedure: A stirred solution of 1,4-diiodobenzene (4.21 g, 12.7 mmol) in dry tetrahydrofuran (20 ml) was cooled under nitrogen by a dry ice-acetone bath. n-Butyllithium (8.5 ml of a 1.55M solution in hexane, 12.7 mmol) was added. After 5 minutes, a solution of 1-[4-(2-dimethylaminoethoxy)phenyl]-2-phenyl-1-butanone (2.0 g, 6.4 mmol) was added and the mixture allowed to warm to room temperature. After 15 hours, the mixture was poured into water (60 ml) and extracted with ether (2×50 ml). The ether extracts...